From a dataset of the Open Reaction Database (ORD), a public repository of structured organic reaction records. describe an organic reaction: reactants, conditions, products, and yield Reactants: O=C([O-])[O-], COc1cc(C=O)ccc1-n1cnc(C)c1, CO, [K+], [K+], CC(C)C(=O)C(=[N+]=[N-])O[PH](=O)[O-]. The product is C#Cc1ccc(-n2cnc(C)c2)c(OC)c1. RXN SMILES: [C:17](=[O:18])([O-:19])[O-:20].[CH3:1][O:2][c:3]1[cH:4][c:5]([CH:6]=[O:7])[cH:8][cH:9][c:10]1-[n:11]1[cH:12][n:13][c:14]([CH3:16])[cH:15]1.[CH3:35][OH:36].[K+:21].[K+:22].[PH:23](=[O:24])([O-:25])[O:26][C:27](=[N+:28]=[N-:29])[C:30](=[O:31])[CH:32]([CH3:33])[CH3:34]>>[CH3:1][O:2][c:3]1[cH:4][c:5]([C:6]#[CH:17])[cH:8][cH:9][c:10]1-[n:11]1[cH:12][n:13][c:14]([CH3:16])[cH:15]1.